Dataset: the Open Reaction Database (ORD), a public repository of structured organic reaction records. Task: describe an organic reaction: reactants, conditions, products, and yield The reactants are aqueous solution, FC1=CC=C(C=C1)N1CCN(CC1)CCCC1S(C2=C(C(C1)O)C=CC=C2)(=O)=O (2-[3-[4-(4-fluorophenyl)piperazin-1-yl]propyl]-4-hydroxy-3,4-dihydro-2H-1-benzothiopyran 1,1-dioxide), [OH-].[Na+] (sodium hydroxide). The solvent is Cl (hydrochloric acid). Yields the product FC1=CC=C(C=C1)N1CCN(CC1)CCCC1S(C2=C(C=C1)C=CC=C2)(=O)=O (2-[3-[4-(4-fluorophenyl)piperazin-1-yl]propyl]-2H-1-benzothiopyran 1,1-dioxide). Isolated yield 59.9%. Reaction SMILES: [F:1][C:2]1[CH:7]=[CH:6][C:5]([N:8]2[CH2:13][CH2:12][N:11]([CH2:14][CH2:15][CH2:16][CH:17]3[CH2:22][CH:21](O)[C:20]4[CH:24]=[CH:25][CH:26]=[CH:27][C:19]=4[S:18]3(=[O:29])=[O:28])[CH2:10][CH2:9]2)=[CH:4][CH:3]=1.[OH-].[Na+]>Cl>[F:1][C:2]1[CH:7]=[CH:6][C:5]([N:8]2[CH2:9][CH2:10][N:11]([CH2:14][CH2:15][CH2:16][CH:17]3[CH:22]=[CH:21][C:20]4[CH:24]=[CH:25][CH:26]=[CH:27][C:19]=4[S:18]3(=[O:28])=[O:29])[CH2:12][CH2:13]2)=[CH:4][CH:3]=1 |f:1.2|. Procedure details: A suspension of 41.9 mg (0.1 mmol) of the Compound 23 in 10 ml of 3 N hydrochloric acid aqueous solution was refluxed for 24 hours. The reaction mixture was cooled with ice, adjusted to pH 10 with a 5 N aqueous solution of sodium hydroxide, and extracted with ethyl acetate. The organic layer was washed with saturated brine, dried over anhydrous sodium sulfate, and concentrated under vacuum. The residue obtained was purified by silica gel column chromatography (eluent:methanol:chloroform=1:99) to... Reactants: Cc1nc2c(OCc3c(Cl)ccc(N(C)C(=O)CNC(=O)C=Cc4ccc(N)cc4)c3Cl)cccn2c1Br, O=C1CCC(=O)O1, C1COCCO1. Product: Cc1nc2c(OCc3c(Cl)ccc(N(C)C(=O)CNC(=O)C=Cc4ccc(NC(=O)CCC(=O)O)cc4)c3Cl)cccn2c1Br. Reaction SMILES: [NH2:1][c:2]1[cH:3][cH:4][c:5]([CH:6]=[CH:7][C:8](=[O:9])[NH:10][CH2:11][C:12](=[O:13])[N:14]([CH3:15])[c:16]2[c:17]([Cl:36])[c:18]([CH2:19][O:20][c:21]3[c:22]4[n:23]([cH:24][cH:25][cH:26]3)[c:27]([Br:31])[c:28]([CH3:30])[n:29]4)[c:32]([Cl:35])[cH:33][cH:34]2)[cH:37][cH:38]1.[O:39]=[C:40]1[CH2:41][CH2:42][C:43](=[O:44])[O:45]1.[O:46]1[CH2:47][CH2:48][O:49][CH2:50][CH2:51]1>>[NH:1]([c:2]1[cH:3][cH:4][c:5]([CH:6]=[CH:7][C:8](=[O:9])[NH:10][CH2:11][C:12](=[O:13])[N:14]([CH3:15])[c:16]2[c:17]([Cl:36])[c:18]([CH2:19][O:20][c:21]3[c:22]4[n:23]([cH:24][cH:25][cH:26]3)[c:27]([Br:31])[c:28]([CH3:30])[n:29]4)[c:32]([Cl:35])[cH:33][cH:34]2)[cH:37][cH:38]1)[C:43]([CH2:42][CH2:41][C:40](=[O:39])[OH:45])=[O:44]. Reactants: Cc1ccc(Br)c(Cl)c1, CC(C)(C)OC(=O)N1CCNCC1, CC(=O)[O-], CC(=O)[O-], CC(C)(C)[O-], Cc1ccccc1, [Na+], O, [Pd+2]. Yields the product Cc1ccc(N2CCN(C(=O)OC(C)(C)C)CC2)c(Cl)c1. As a reaction SMILES: [Br:1][c:2]1[c:3]([Cl:9])[cH:4][c:5]([CH3:8])[cH:6][cH:7]1.[C:10](=[O:11])([O:12][C:13]([CH3:14])([CH3:15])[CH3:16])[N:17]1[CH2:18][CH2:19][NH:20][CH2:21][CH2:22]1.[C:36]([O-:37])(=[O:38])[CH3:39].[C:41]([O-:42])(=[O:43])[CH3:44].[CH3:23][C:24]([CH3:25])([O-:26])[CH3:27].[CH3:29][c:30]1[cH:31][cH:32][cH:33][cH:34][cH:35]1.[Na+:28].[OH2:45].[Pd+2:40]>>[c:2]1([N:20]2[CH2:19][CH2:18][N:17]([C:10](=[O:11])[O:12][C:13]([CH3:14])([CH3:15])[CH3:16])[CH2:22][CH2:21]2)[c:3]([Cl:9])[cH:4][c:5]([CH3:8])[cH:6][cH:7]1. Reported procedure: The same procedure as in the steps (5f) to (5h) of Example 5 was repeated using (4-((2,2-dimethyl-1,3-dioxan-5-yl)methoxy)-3-methylpyridin-2-yl)methanol obtained in the step (12b) above and 5H-[1,3]dioxolo[4,5-f]benzimidazole-6-thiol obtained in the step (78c) above to obtain the title compound (347 mg, total 51.9% yield) as a white solid. Reaction SMILES: [Na].CC1C(C[S:23]([C:25]2[NH:29][C:28]3[CH:30]=[CH:31][CH:32]=[CH:33][C:27]=3[N:26]=2)=O)=NC=CC=1OCC1(C)OCC2(OCCO2)CO1.C[C:35]1(C)[O:40]CC(COC2C=CN=C(CO)C=2C)C[O:36]1>>[O:36]1[C:31]2[C:32](=[CH:33][C:27]3[NH:26][C:25]([SH:23])=[N:29][C:28]=3[CH:30]=2)[O:40][CH2:35]1 |f:0.1,^1:0|. The reactants are [Na].CC=1C(=NC=CC1OCC1(OCC2(OCCO2)CO1)C)CS(=O)C1=NC2=C(N1)C=CC=C2 (2-(((3-methyl-4-((8-methyl-1,4,7,9-tetraoxaspiro[4.5]dec-8-yl)methoxy)pyridin-2-yl)methyl)sulfinyl)-1H-benzimidazole sodium salt), CC1(OCC(CO1)COC1=C(C(=NC=C1)CO)C)C ((4-((2,2-dimethyl-1,3-dioxan-5-yl)methoxy)-3-methylpyridin-2-yl)methanol). Yields the product O1COC2=CC3=C(N=C(N3)S)C=C21 (5H-[1,3]dioxolo[4,5-f]benzimidazole-6-thiol). Starting materials: CCOC(=O)CNC(=O)OCCOCCNC(=O)OCCOCCNC(=O)OC(C)(C)C, [Li+], C1CCOC1, [OH-]. Product: CC(C)(C)OC(=O)NCCOCCOC(=O)NCCOCCOC(=O)NCC(=O)O. Reaction SMILES: [CH2:1]([CH3:2])[O:3][C:4]([CH2:5][NH:6][C:7](=[O:8])[O:9][CH2:10][CH2:11][O:12][CH2:13][CH2:14][NH:15][C:16](=[O:17])[O:18][CH2:19][CH2:20][O:21][CH2:22][CH2:23][NH:24][C:25](=[O:26])[O:27][C:28]([CH3:29])([CH3:30])[CH3:31])=[O:32].[Li+:33].[O:35]1[CH2:36][CH2:37][CH2:38][CH2:39]1.[OH-:34]>>[O:3]=[C:4]([CH2:5][NH:6][C:7](=[O:8])[O:9][CH2:10][CH2:11][O:12][CH2:13][CH2:14][NH:15][C:16](=[O:17])[O:18][CH2:19][CH2:20][O:21][CH2:22][CH2:23][NH:24][C:25](=[O:26])[O:27][C:28]([CH3:29])([CH3:30])[CH3:31])[OH:32].